Dataset: the Open Reaction Database (ORD), a public repository of structured organic reaction records. Task: describe an organic reaction: reactants, conditions, products, and yield The reactants are N1N=NC2=C1C=CC=C2 (Benzotriazole), C1(=CC=C(C=C1)S(=O)(=O)O)C (p-toluenesulfonic acid), ClC1=CC=C(C(=O)N)C=C1 (4-chlorobenzamide), C(C(C)C)=O (isobutyraldehyde). Yields the product N1(N=NC2=C1C=CC=C2)C(C(C)C)NC(C2=CC=C(C=C2)Cl)=O (N-[1-(1H-1,2,3-benzotriazol-1-yl)-2-methylpropyl]-4-chlorobenzamide). As a reaction SMILES: [NH:1]1[C:5]2[CH:6]=[CH:7][CH:8]=[CH:9][C:4]=2[N:3]=[N:2]1.[Cl:10][C:11]1[CH:19]=[CH:18][C:14]([C:15]([NH2:17])=[O:16])=[CH:13][CH:12]=1.[CH:20](=O)[CH:21]([CH3:23])[CH3:22].C1(C)C=CC(S(O)(=O)=O)=CC=1>>[N:1]1([CH:20]([NH:17][C:15](=[O:16])[C:14]2[CH:18]=[CH:19][C:11]([Cl:10])=[CH:12][CH:13]=2)[CH:21]([CH3:23])[CH3:22])[C:5]2[CH:6]=[CH:7][CH:8]=[CH:9][C:4]=2[N:3]=[N:2]1. Procedure details: Benzotriazole, 4-chlorobenzamide, isobutyraldehyde, and p-toluenesulfonic acid were processed as in Example 53A to provide the desired product. The reactants are BrC1=C(C=CC(=C1)C)OC (2-Bromo-4-methyl anisole), BrN1C(CCC1=O)=O (N-bromosuccinimide). Reagents/catalysts: CC(C)(C#N)N=NC(C)(C)C#N (AIBN). Product: BrC=1C=C(CBr)C=CC1OC (3-bromo-4-methoxybenzyl bromide). Isolated yield 99.7%. Reaction SMILES: [Br:1][C:2]1[CH:7]=[C:6]([CH3:8])[CH:5]=[CH:4][C:3]=1[O:9][CH3:10].[Br:11]N1C(=O)CCC1=O>CC(N=NC(C#N)(C)C)(C#N)C>[Br:1][C:2]1[CH:7]=[C:6]([CH:5]=[CH:4][C:3]=1[O:9][CH3:10])[CH2:8][Br:11]. Procedure details: 2-Bromo-4-methyl anisole 14 (2.2 mL, 14.9 mmol) was dissolved in dichlomethane (30 mL) and N-bromosuccinimide (3.75 g, 16.4 mmol) was added followed by AIBN (26.0 mg). The reaction was heated to reflux for 19 hrs., then cooled to room temperature and the precipitate was filtered off. The filtrate was diluted with dichloromethane and washed with 0.5 M aqueous sodium bicarbonate, followed by water. The organic mixture was dried over sodium sulfate, filtered and concentrated under vacuum to yield 1...